This data is from the Open Reaction Database (ORD), a public repository of structured organic reaction records. The task is: describe an organic reaction: reactants, conditions, products, and yield Starting materials: ClC1=NN2C(C(=CC=C2)NC2=C(CN(S(=O)(=O)C)C)C=CC=C2)=N1 (N-[2-(2-chloro-[1,2,4]triazolo[1,5-a]pyridin-8-ylamino)-benzyl]-N-methyl-methanesulfonamide), CN1CCN(CC1)C=1C=C(N)C=CC1 (3-(4-methylpiperazin-1-yl)aniline), C1(CCCCC1)P(C1=C(C=CC=C1)C1=C(C=CC=C1)P(C1CCCCC1)C1CCCCC1)C1CCCCC1 (2,2′-bis-dicyclohexylphosphanyl-biphenyl). The product is CN(S(=O)(=O)C)CC1=C(C=CC=C1)NC=1C=2N(C=CC1)N=C(N2)NC2=CC(=CC=C2)N2CCN(CC2)C (N-Methyl-N-(2-{2-[3-(4-methyl-piperazin-1-yl)-phenylamino]-[1,2,4]triazolo[1,5-a]pyridin-8-ylamino}-benzyl)-methanesulfonamide), foam. Yield: 31.0%. Reaction SMILES: Cl[C:2]1[N:24]=[C:5]2[C:6]([NH:10][C:11]3[CH:23]=[CH:22][CH:21]=[CH:20][C:12]=3[CH2:13][N:14]([CH3:19])[S:15]([CH3:18])(=[O:17])=[O:16])=[CH:7][CH:8]=[CH:9][N:4]2[N:3]=1.[CH3:25][N:26]1[CH2:31][CH2:30][N:29]([C:32]2[CH:33]=[C:34]([CH:36]=[CH:37][CH:38]=2)[NH2:35])[CH2:28][CH2:27]1.C1(P(C2CCCCC2)C2C=CC=CC=2C2C=CC=CC=2P(C2CCCCC2)C2CCCCC2)CCCCC1>>[CH3:19][N:14]([CH2:13][C:12]1[CH:20]=[CH:21][CH:22]=[CH:23][C:11]=1[NH:10][C:6]1[C:5]2[N:4]([N:3]=[C:2]([NH:35][C:34]3[CH:36]=[CH:37][CH:38]=[C:32]([N:29]4[CH2:28][CH2:27][N:26]([CH3:25])[CH2:31][CH2:30]4)[CH:33]=3)[N:24]=2)[CH:9]=[CH:8][CH:7]=1)[S:15]([CH3:18])(=[O:17])=[O:16]. Reported procedure: N-Methyl-N-(2-{2-[3-(4-methyl-piperazin-1-yl)-phenylamino]-[1,2,4]triazolo[1,5-a]pyridin-8-ylamino}-benzyl)-methanesulfonamide was prepared from N-[2-(2-chloro-[1,2,4]triazolo[1,5-a]pyridin-8-ylamino)-benzyl]-N-methyl-methanesulfonamide (75.0 mg, 0.205 mmol) and 3-(4-methylpiperazin-1-yl)aniline (44.0 mg, 0.230 mmol) with 2,2′-bis-dicyclohexylphosphanyl-biphenyl (25.0 mg, 0.0457 mmol) as the ligand in a manner analogous to Example 2d. Product isolated as a tan foam (0.033 g, 31%). 1H NMR (400 MH... The reactants are BrC(C(CC(=O)OCC)=O)CC (ethyl 4-bromo-3-oxo-hexanoate), C(C1=CC=CC=C1)(=O)N (benzamide). Product: C(C)OC(CC=1N=C(OC1CC)C1=CC=CC=C1)=O (2-[5-ethyl-2-phenyl-1,3oxazol-4-yl]acetic acid ethyl ester). Isolated yield 19.6%. Reaction SMILES: Br[CH:2]([CH2:11][CH3:12])[C:3](=O)[CH2:4][C:5]([O:7][CH2:8][CH3:9])=[O:6].[C:13]([NH2:21])(=[O:20])[C:14]1[CH:19]=[CH:18][CH:17]=[CH:16][CH:15]=1>>[CH2:8]([O:7][C:5](=[O:6])[CH2:4][C:3]1[N:21]=[C:13]([C:14]2[CH:19]=[CH:18][CH:17]=[CH:16][CH:15]=2)[O:20][C:2]=1[CH2:11][CH3:12])[CH3:9]. Procedure details: The title compound was prepared (as described above for the preparation of example 1) from ethyl 4-bromo-3-oxo-hexanoate (3.32 g, 14 mmol) and 6.79 g (56 mmol) of benzamide to give 710 mg of Intermediate 1B: TLC Rf=0.69 (2/1 hexanes/EtOAc); 1H NMR (CDCl3, 300 MHz) δ7.98 (m, 2H), 7.41 (m, 3H), 4.18 (q, 2H, J=6.9), 3.57 (s, 2H), 2.72 (q, 2H, J=7.5), 1.29-1.24 low resolution MS (ES+)m/e 260.1 (MH+). The reactants are C(C)(C)(C)OC(=O)NC1=CC=C(C=C1)SC1=C(C=C(C(=O)O)C=C1)NC=1C2=C(N=CN1)N=C(C=C2)C(C)C (4-(4-tert-Butoxycarbonylamino-phenylsulfanyl)-3-(7-isopropyl-pyrido[2,3-d]pyrimidin-4-ylamino)-benzoic acid), CC(C1=CC=CC=C1)N ((RS)-α-methylbenzylamine). Product: C(C)(C)(C)OC(NC1=CC=C(C=C1)SC1=C(C=C(C=C1)C(NC(C)C1=CC=CC=C1)=O)NC=1C2=C(N=CN1)N=C(C=C2)C(C)C)=O ((RS)-{4-[2-(7-Isopropyl-pyrido[2,3-d]pyrimidin-4-ylamino)-4-(1-phenyl-ethylcarbamoyl)-phenylsulfanyl]-phenyl}-carbamic acid tert-butyl ester). The yield is 78.0%. RXN SMILES: [C:1]([O:5][C:6]([NH:8][C:9]1[CH:14]=[CH:13][C:12]([S:15][C:16]2[CH:24]=[CH:23][C:19]([C:20](O)=[O:21])=[CH:18][C:17]=2[NH:25][C:26]2[C:27]3[CH:35]=[CH:34][C:33]([CH:36]([CH3:38])[CH3:37])=[N:32][C:28]=3[N:29]=[CH:30][N:31]=2)=[CH:11][CH:10]=1)=[O:7])([CH3:4])([CH3:3])[CH3:2].[CH3:39][CH:40]([NH2:47])[C:41]1[CH:46]=[CH:45][CH:44]=[CH:43][CH:42]=1>>[C:1]([O:5][C:6](=[O:7])[NH:8][C:9]1[CH:14]=[CH:13][C:12]([S:15][C:16]2[CH:24]=[CH:23][C:19]([C:20](=[O:21])[NH:47][CH:40]([C:41]3[CH:46]=[CH:45][CH:44]=[CH:43][CH:42]=3)[CH3:39])=[CH:18][C:17]=2[NH:25][C:26]2[C:27]3[CH:35]=[CH:34][C:33]([CH:36]([CH3:37])[CH3:38])=[N:32][C:28]=3[N:29]=[CH:30][N:31]=2)=[CH:11][CH:10]=1)([CH3:3])([CH3:4])[CH3:2]. Procedure details: According to the procedure in Example 385F, the title compound was prepared using 4-(4-tert-butoxycarbonylamino-phenylsulfanyl)-3-(7-isopropyl-pyrido[2,3-d]pyrimidin-4-ylamino)-benzoic acid (prepared in Example 385E) and (RS)-α-methylbenzylamine: yield 78%.